From a dataset of the Open Reaction Database (ORD), a public repository of structured organic reaction records. describe an organic reaction: reactants, conditions, products, and yield Reactants: FC=1C=C(C=CC1OC1=C2C(=NC=C1)C=C(S2)C#CCN2CCN(CC2)C)N (3-fluoro-4-(2-(3-(4-methylpiperazin-1-yl)prop-1-ynyl)thieno[3,2-b]pyridin-7-yloxy)benzenamine), FC1=CC=C(C=C1)N1N=C(C=C(C1=O)C(=O)O)C (2-(4-fluorophenyl)-6-methyl-3-oxo-2,3-dihydropyridazine-4-carboxylic acid). The product is FC=1C=C(C=CC1OC1=C2C(=NC=C1)C=C(S2)C#CCN2CCN(CC2)C)NC(=O)C=2C(N(N=C(C2)C)C2=CC=C(C=C2)F)=O (N-(3-fluoro-4-(2-(3-(4-methylpiperazin-1-yl)prop-1-ynyl)thieno[3,2-b]pyridin-7-yloxy)phenyl)-2-(4-fluorophenyl)-6-methyl-3-oxo-2,3-dihydropyridazine-4-carboxamide). The yield is 14.0%. As a reaction SMILES: [F:1][C:2]1[CH:3]=[C:4]([NH2:28])[CH:5]=[CH:6][C:7]=1[O:8][C:9]1[CH:14]=[CH:13][N:12]=[C:11]2[CH:15]=[C:16]([C:18]#[C:19][CH2:20][N:21]3[CH2:26][CH2:25][N:24]([CH3:27])[CH2:23][CH2:22]3)[S:17][C:10]=12.[F:29][C:30]1[CH:35]=[CH:34][C:33]([N:36]2[C:41](=[O:42])[C:40]([C:43](O)=[O:44])=[CH:39][C:38]([CH3:46])=[N:37]2)=[CH:32][CH:31]=1>>[F:1][C:2]1[CH:3]=[C:4]([NH:28][C:43]([C:40]2[C:41](=[O:42])[N:36]([C:33]3[CH:34]=[CH:35][C:30]([F:29])=[CH:31][CH:32]=3)[N:37]=[C:38]([CH3:46])[CH:39]=2)=[O:44])[CH:5]=[CH:6][C:7]=1[O:8][C:9]1[CH:14]=[CH:13][N:12]=[C:11]2[CH:15]=[C:16]([C:18]#[C:19][CH2:20][N:21]3[CH2:22][CH2:23][N:24]([CH3:27])[CH2:25][CH2:26]3)[S:17][C:10]=12. Reported procedure: Prepared from 3-fluoro-4-(2-(3-(4-methylpiperazin-1-yl)prop-1-ynyl)thieno[3,2-b]pyridin-7-yloxy)aniline (Example 17, Step B) and 2-(4-fluorophenyl)-6-methyl-3-oxo-2,3-dihydropyridazine-4-carboxylic acid according to the procedure of Example 89. The crude was purified by silica gel flash column chromatography (5% MeOH in CH2Cl2) to afford 4.5 mg (14%) of the desired product. LRMS (ESI pos) m/e 627.3 (M+1). 1H-NMR (400 MHz, CDCl3/CD3OD) δ 8.47 (d, 1H), 8.32 (s, 1H), 8.0 (dd, 1H), 7.62 (m, 3H), 7.4... Reactants: C(=O)([O-])[O-].[K+].[K+] (K2CO3), CS(=O)(=O)C1=NC(=CC(=N1)OC)OC (2-methanesulfonyl-4,6-dimethoxypyrimidine), OC(C(=O)OC)C(C)(C1=CC=CC=C1)C1=CC=CC=C1 (methyl 2-hydroxy-3,3-diphenylbutyrate). Run in CN(C)C=O (DMF). Reaction conditions: time 16 hour. The product is COC1=NC(=NC(=C1)OC)OC(C(=O)OC)C(C)(C1=CC=CC=C1)C1=CC=CC=C1 (Methyl 2-(4,6-Dimethoxy-2-pyrimidinyloxy)-3,3-diphenylbutyrate). Isolated yield 100.2%. RXN SMILES: [OH:1][CH:2]([C:7]([C:15]1[CH:20]=[CH:19][CH:18]=[CH:17][CH:16]=1)([C:9]1[CH:14]=[CH:13][CH:12]=[CH:11][CH:10]=1)[CH3:8])[C:3]([O:5][CH3:6])=[O:4].C([O-])([O-])=O.[K+].[K+].CS([C:31]1[N:36]=[C:35]([O:37][CH3:38])[CH:34]=[C:33]([O:39][CH3:40])[N:32]=1)(=O)=O>CN(C=O)C>[CH3:40][O:39][C:33]1[CH:34]=[C:35]([O:37][CH3:38])[N:36]=[C:31]([O:1][CH:2]([C:7]([C:15]2[CH:16]=[CH:17][CH:18]=[CH:19][CH:20]=2)([C:9]2[CH:10]=[CH:11][CH:12]=[CH:13][CH:14]=2)[CH3:8])[C:3]([O:5][CH3:6])=[O:4])[N:32]=1 |f:1.2.3|. Procedure: 1.2 g (4.4 mmol) of methyl 2-hydroxy-3,3-diphenylbutyrate were dissolved in 10 ml of absolute DMF and, under nitrogen, 1.2 g (8.8 mmol) of K2CO3 and 0.97 g (4.4 mmol) of 2-methanesulfonyl-4,6-dimethoxypyrimidine were added. The mixture was stirred at room temperature for 16 hours. It was then evaporated, and the residue was taken up in water and extracted three times with ethyl acetate. The combined organic phases were dried over MgSO4 and concentrated. 1.8 g of crude product were obtained and w... The reactants are [Al+3], CCOC(=O)c1csc(NC2CCCCC2)n1, [H-], [H-], [H-], [H-], [Li+], C1CCOC1. Yields the product OCc1csc(NC2CCCCC2)n1. As a reaction SMILES: [Al+3:19].[CH:1]1([NH:7][c:8]2[s:9][cH:10][c:11]([C:13](=[O:14])[O:15][CH2:16][CH3:17])[n:12]2)[CH2:2][CH2:3][CH2:4][CH2:5][CH2:6]1.[H-:18].[H-:21].[H-:22].[H-:23].[Li+:20].[O:24]1[CH2:25][CH2:26][CH2:27][CH2:28]1>>[CH:1]1([NH:7][c:8]2[s:9][cH:10][c:11]([CH2:13][OH:14])[n:12]2)[CH2:2][CH2:3][CH2:4][CH2:5][CH2:6]1. The reactants are ClC1=C(C2=C(CC(O2)CO)C=C1)C1=C(C=CC=C1)Cl ((±)-[6-chloro-7-(2-chlorophenyl)-2,3-dihydro-1-benzofuran-2-yl]methanol), C1(=CC=CC=C1)P(C1=CC=CC=C1)C1=CC=CC=C1 (triphenylphosphine), N(=NC(=O)OCC)C(=O)OCC (diethyl azodicarboxylate), OC(C#N)(C)C (2-hydroxy-2-methylpropanenitrile). The solvent is C1(=CC=CC=C1)C (toluene). Run at time 48 hour. The product is ClC1=C(C2=C(CC(O2)C(C#N)C)C=C1)C1=C(C=CC=C1)Cl (2-[6-chloro-7-(2-chlorophenyl)-2,3-dihydro-1-benzofuran-2-yl]propanenitrile). As a reaction SMILES: [Cl:1][C:2]1[CH:12]=[CH:11][C:5]2[CH2:6]C(CO)[O:8][C:4]=2[C:3]=1[C:13]1[CH:18]=[CH:17][CH:16]=[CH:15][C:14]=1[Cl:19].C1(P(C2C=CC=CC=2)C2C=CC=CC=2)C=CC=CC=1.N(C(OCC)=O)=NC(OCC)=O.O[C:52]([CH3:56])([CH3:55])[C:53]#[N:54]>C1(C)C=CC=CC=1>[Cl:1][C:2]1[CH:12]=[CH:11][C:5]2[CH2:6][CH:55]([CH:52]([CH3:56])[C:53]#[N:54])[O:8][C:4]=2[C:3]=1[C:13]1[CH:18]=[CH:17][CH:16]=[CH:15][C:14]=1[Cl:19]. Procedure details: To a solution of (±)-[6-chloro-7-(2-chlorophenyl)-2,3-dihydro-1-benzofuran-2-yl]methanol (0.5 g, 1.69 mmol) in toluene (10 mL) was added triphenylphosphine (0.66 g, 2.54 mmol), diethyl azodicarboxylate (0.44 g, 2.54 mmol), and 2-hydroxy-2-methylpropanenitrile (0.21 g, 2.53 mmol) and the reaction mixture was allowed to stir at room temperature for 48 h. The solvent was removed in vacuo to provide a crude oil. Purification by flash column chromatography (silica, ethyl acetate:hexanes 1:9-3:7) prov... Reactants: FC=1C=CC(=C(C1)O)[N+](=O)[O-] (5-fluoro-2-nitro-phenol), C(C1=CC=CC=C1)Br (benzyl bromide), C([O-])([O-])=O.[Cs+].[Cs+] (cesium carbonate). Solvent: CC#N (MeCN), C(C)(=O)OCC (ethyl acetate). Run at time 48 hour. Product: C(C1=CC=CC=C1)OC1=C(C=CC(=C1)F)[N+](=O)[O-] (2-benzyloxy-4-fluoro-1-nitro-benzene). RXN SMILES: [F:1][C:2]1[CH:3]=[CH:4][C:5]([N+:9]([O-:11])=[O:10])=[C:6]([OH:8])[CH:7]=1.[CH2:12](Br)[C:13]1[CH:18]=[CH:17][CH:16]=[CH:15][CH:14]=1.C(=O)([O-])[O-].[Cs+].[Cs+]>CC#N.C(OCC)(=O)C>[CH2:12]([O:8][C:6]1[CH:7]=[C:2]([F:1])[CH:3]=[CH:4][C:5]=1[N+:9]([O-:11])=[O:10])[C:13]1[CH:18]=[CH:17][CH:16]=[CH:15][CH:14]=1 |f:2.3.4|. Procedure: A mixture of 5-fluoro-2-nitro-phenol (464 mg, 2.95 mmol), benzyl bromide (0.37 ml, 3.10 mmol) and cesium carbonate (1.055 g, 3.24 mmol) in MeCN (10 mL) was stirred room temperature under argon for 48 hours. The reaction mixture was diluted with ethyl acetate and washed with brine. The organic layers were combined and concentrated in vacuo to give a crude residue, which was purified by column chromatography (silica 5-25% EtOAc/hexane) to give 2-benzyloxy-4-fluoro-1-nitro-benzene. The reactants are BrC1=CC=CC(=N1)N(C)C ((6-bromo-pyridin-2-yl)-dimethyl-amine), Cl (hydrogen chloride), BrC=1C(=NSC1NC(=O)[C@H]1[C@@H](C1)C)C1=CC2=CN(N=C2C=C1)CC ((1R,2R)-2-methyl-cyclopropanecarboxylic acid [4-bromo-3-(2-ethyl-2H-indazol-5-yl)-isothiazol-5-yl]-amide), BrC=1C(=NSC1NC(=O)[C@H]1[C@@H](C1)C)C1=CC2=CN(N=C2C=C1)C ((1R,2R)-2-methyl-cyclopropanecarboxylic acid [4-bromo-3-(2-methyl-2H-indazol-5-yl)-isothiazol-5-yl]-amide). The product is Cl.CN1N=C2C=CC(=CC2=C1)C1=NSC(=C1C1=NC=CC=C1)NC(=O)[C@H]1[C@@H](C1)C ((1R,2R)-2-methyl-cyclopropanecarboxylic acid [3-(2-methyl-2H-indazol-5-yl)-4-pyridin-2-yl-isothiazol-5-yl]-amide hydrochloride). Reaction SMILES: Br[C:2]1[N:7]=[C:6](N(C)C)[CH:5]=[CH:4][CH:3]=1.Br[C:12]1[C:13]([C:24]2[CH:32]=[CH:31][C:30]3[C:26](=[CH:27][N:28]([CH2:33]C)[N:29]=3)[CH:25]=2)=[N:14][S:15][C:16]=1[NH:17][C:18]([C@@H:20]1[CH2:22][C@H:21]1[CH3:23])=[O:19].BrC1C(C2C=CC3C(=CN(C)N=3)C=2)=NSC=1NC([C@@H]1C[C@H]1C)=O.[ClH:58]>>[ClH:58].[CH3:33][N:28]1[CH:27]=[C:26]2[C:30]([CH:31]=[CH:32][C:24]([C:13]3[C:12]([C:2]4[CH:3]=[CH:4][CH:5]=[CH:6][N:7]=4)=[C:16]([NH:17][C:18]([C@@H:20]4[CH2:22][C@H:21]4[CH3:23])=[O:19])[S:15][N:14]=3)=[CH:25]2)=[N:29]1 |f:4.5|. Procedure: The following compounds are prepared essentially as described in Example 5 using (6-bromo-pyridin-2-yl)-dimethyl-amine and either (1R,2R)-2-methyl-cyclopropanecarboxylic acid [4-bromo-3-(2-ethyl-2H-indazol-5-yl)-isothiazol-5-yl]-amide or (1R,2R)-2-methyl-cyclopropanecarboxylic acid [4-bromo-3-(2-methyl-2H-indazol-5-yl)-isothiazol-5-yl]-amide. Example 7; is prepared as the free base by omitting treatment with hydrogen chloride. Starting materials: Clc1ccnc(Cl)n1, O=[N+]([O-])c1ccc(O)c(F)c1, [K+], [K+], [Na+], O=C([O-])[O-], O=C([O-])O, c1ccc(Oc2ccncn2)cc1, CN(C)C=O. Yields the product O=[N+]([O-])c1ccc(Oc2ccnc(Cl)n2)c(F)c1. Reaction SMILES: [Cl:1][c:2]1[n:3][cH:4][cH:5][c:6]([Cl:8])[n:7]1.[F:9][c:10]1[c:11]([OH:19])[cH:12][cH:13][c:14]([N+:16](=[O:17])[O-:18])[cH:15]1.[K+:20].[K+:21].[Na+:43].[O-:22][C:23]([O-:24])=[O:25].[O-:39][C:40]([OH:41])=[O:42].[O:26]([c:27]1[cH:28][cH:29][n:30][cH:31][n:32]1)[c:33]1[cH:34][cH:35][cH:36][cH:37][cH:38]1.[O:44]=[CH:45][N:46]([CH3:47])[CH3:48]>>[Cl:1][c:2]1[n:3][cH:4][cH:5][c:6]([O:19][c:11]2[c:10]([F:9])[cH:15][c:14]([N+:16](=[O:17])[O-:18])[cH:13][cH:12]2)[n:7]1. Starting materials: C(C1=CC=CC=C1)N1C(=O)C(=O)C2=CC=C(C=C12)OC (1-benzyl-6-methoxy-isatin), C(C1=CC=CC=C1)(=O)NN (benzhydrazide), 9d. The product is C(C1=CC=CC=C1)N1C(\C(\C2=CC=C(C=C12)OC)=N/NC(C1=CC=CC=C1)=O)=O (N′-[(3Z)-1-benzyl-6-methoxy-2-oxo-1,2-dihydro-3H-indol-3-ylidene]benzohydrazide). RXN SMILES: [CH2:1]([N:8]1[C:18]2[C:13](=[CH:14][CH:15]=[C:16]([O:19][CH3:20])[CH:17]=2)[C:11](=O)[C:9]1=[O:10])[C:2]1[CH:7]=[CH:6][CH:5]=[CH:4][CH:3]=1.[C:21]([NH:29][NH2:30])(=[O:28])[C:22]1[CH:27]=[CH:26][CH:25]=[CH:24][CH:23]=1>>[CH2:1]([N:8]1[C:18]2[C:13](=[CH:14][CH:15]=[C:16]([O:19][CH3:20])[CH:17]=2)/[C:11](=[N:30]/[NH:29][C:21](=[O:28])[C:22]2[CH:27]=[CH:26][CH:25]=[CH:24][CH:23]=2)/[C:9]1=[O:10])[C:2]1[CH:7]=[CH:6][CH:5]=[CH:4][CH:3]=1. Procedure details: The title compound was prepared as a yellow solid, using 1-benzyl-6-methoxy-isatin and benzhydrazide according to the synthetic method E. 1H NMR (CDCl3): δ 3.77 (s, 3H), 4.94 (s, 2H), 6.35 9d, 1H), 6.62 (dd, 1H), 7.29-7.36 (m, 4H), 7.51 (t, 2H), 7.59 (t, 1H), 7.80 (d, 1H), 8.01 (d, 2H), 13.95 (br s, 1H). Reactants: aminopropyl, Cl (hydrogen chloride), O1CCOCC1 (1,4-dioxane), C(CCC)OC1=NC(=C2N=C(N(C2=N1)CCCN1CCCC1)OC)N (2-(Butyloxy)-8-(methyloxy)-9-[3-(1-pyrrolidinyl)propyl]-9H-purin-6-amine). The solvent is CO (methanol), CO (methanol). Run at time 5 hour. Product: NC1=C2NC(N(C2=NC(=N1)OCCCC)CCCN1CCCC1)=O (6-Amino-2-(butyloxy)-9-[3-(1-pyrrolidinyl)propyl]-7,9-dihydro-8H-purin-8-one). Isolated yield 91.2%. Reaction SMILES: [CH2:1]([O:5][C:6]1[N:14]=[C:13]2[C:9]([N:10]=[C:11]([O:23]C)[N:12]2[CH2:15][CH2:16][CH2:17][N:18]2[CH2:22][CH2:21][CH2:20][CH2:19]2)=[C:8]([NH2:25])[N:7]=1)[CH2:2][CH2:3][CH3:4].Cl.O1CCOCC1>CO>[NH2:25][C:8]1[N:7]=[C:6]([O:5][CH2:1][CH2:2][CH2:3][CH3:4])[N:14]=[C:13]2[C:9]=1[NH:10][C:11](=[O:23])[N:12]2[CH2:15][CH2:16][CH2:17][N:18]1[CH2:19][CH2:20][CH2:21][CH2:22]1. Procedure details: 2-(Butyloxy)-8-(methyloxy)-9-[3-(1-pyrrolidinyl)propyl]-9H-purin-6-amine (49 mg, 0.141 mmol) was dissolved in methanol (5 ml) and 4M hydrogen chloride in 1,4-dioxane (0.879 ml, 3.52 mmol) was added and the mixture stirred at room temperature for 5 hours. The solvent was removed in vacuo to give a cream solid which was dissolved in methanol and loaded onto an aminopropyl SPE cartridge (2 g) and eluted with methanol. The solvent was evaporated to give the title compound as a white solid (43 mg). Starting materials: C=CCOc1ccc(CSCCn2ccnn2)cc1, CCOC(C)=O, ClCCl, O=C(OO)c1cccc(Cl)c1. Yields the product C=CCOc1ccc(CS(=O)CCn2ccnn2)cc1. RXN SMILES: [CH2:12]([CH:13]=[CH2:14])[O:15][c:16]1[cH:17][cH:18][c:19]([CH2:20][S:21][CH2:22][CH2:23][n:24]2[n:25][n:26][cH:27][cH:28]2)[cH:29][cH:30]1.[CH3:31][CH2:32][O:33][C:34](=[O:35])[CH3:36].[Cl:37][CH2:38][Cl:39].[OH:1][O:2][C:3]([c:4]1[cH:5][c:6]([Cl:7])[cH:8][cH:9][cH:10]1)=[O:11]>>[O:1]=[S:21]([CH2:20][c:19]1[cH:18][cH:17][c:16]([O:15][CH2:12][CH:13]=[CH2:14])[cH:30][cH:29]1)[CH2:22][CH2:23][n:24]1[n:25][n:26][cH:27][cH:28]1.